This data is from the Open Reaction Database (ORD), a public repository of structured organic reaction records. The task is: describe an organic reaction: reactants, conditions, products, and yield The reactants are COC1=C(CC2NCCC3=CC(=C(C=C23)OC)OC)C=CC(=C1OC)OC (1-(2,3,4-Trimethoxy-benzyl)-6,7-dimethoxy-1,2,3,4-tetrahydroisoquinoline), BrCC(=O)Br (2-bromoacetyl bromide), C1(CCCC2=CC=CC=C12)N (1,2,3,4-tetrahydro-1-naphthylamine). Yields the product COC1=C(CC2N(CCC3=CC(=C(C=C23)OC)OC)CC(=O)NC2CCCC3=CC=CC=C23)C=CC(=C1OC)OC (2-[1-(2,3,4-Trimethoxy-benzyl)-6,7-dimethoxy-3,4-dihydro-1H-isoquinolin-2-yl]-N-(1,2,3,4-tetrahydro-naphthalen-1-yl)-acetamide). RXN SMILES: [CH3:1][O:2][C:3]1[C:23]([O:24][CH3:25])=[C:22]([O:26][CH3:27])[CH:21]=[CH:20][C:4]=1[CH2:5][CH:6]1[C:15]2[C:10](=[CH:11][C:12]([O:18][CH3:19])=[C:13]([O:16][CH3:17])[CH:14]=2)[CH2:9][CH2:8][NH:7]1.Br[CH2:29][C:30](Br)=[O:31].[CH:33]1([NH2:43])[C:42]2[C:37](=[CH:38][CH:39]=[CH:40][CH:41]=2)[CH2:36][CH2:35][CH2:34]1>>[CH3:1][O:2][C:3]1[C:23]([O:24][CH3:25])=[C:22]([O:26][CH3:27])[CH:21]=[CH:20][C:4]=1[CH2:5][CH:6]1[C:15]2[C:10](=[CH:11][C:12]([O:18][CH3:19])=[C:13]([O:16][CH3:17])[CH:14]=2)[CH2:9][CH2:8][N:7]1[CH2:29][C:30]([NH:43][CH:33]1[C:42]2[C:37](=[CH:38][CH:39]=[CH:40][CH:41]=2)[CH2:36][CH2:35][CH2:34]1)=[O:31]. Reported procedure: prepared by reaction of 1-(2,3,4-Trimethoxy-benzyl)-6,7-dimethoxy-1,2,3,4-tetrahydroisoquinoline and 2-bromoacetyl bromide with 1,2,3,4-tetrahydro-1-naphthylamine Starting materials: COC=1C=C(C=CC1)C(=C/C=C/C(=O)O)C1=CC(=CC=C1)OC ((E)-5,5-bis(3-methoxyphenyl)-2,4-pentadienoic acid), [N+](=O)([O-])C1=CC=C(C=C1)O (4-nitrophenol), C1(CCCCC1)N=C=NC1CCCCC1 (1,3-dicyclohexylcarbodiimide). The solvent is ClCCl (dichloromethane). Run at time 1 hour. Product: [N+](=O)([O-])C1=CC=C(C=C1)OC(\C=C\C=C(C1=CC(=CC=C1)OC)C1=CC(=CC=C1)OC)=O ((E)-5,5-bis (3-methoxyphenyl)-2,4-pentadienoic acid 4-nitrophenyl ester). Reaction SMILES: [CH3:1][O:2][C:3]1[CH:4]=[C:5]([C:9]([C:16]2[CH:21]=[CH:20][CH:19]=[C:18]([O:22][CH3:23])[CH:17]=2)=[CH:10]/[CH:11]=[CH:12]/[C:13]([OH:15])=[O:14])[CH:6]=[CH:7][CH:8]=1.[N+:24]([C:27]1[CH:32]=[CH:31][C:30](O)=[CH:29][CH:28]=1)([O-:26])=[O:25].C1(N=C=NC2CCCCC2)CCCCC1>ClCCl>[N+:24]([C:27]1[CH:32]=[CH:31][C:30]([O:14][C:13](=[O:15])/[CH:12]=[CH:11]/[CH:10]=[C:9]([C:5]2[CH:6]=[CH:7][CH:8]=[C:3]([O:2][CH3:1])[CH:4]=2)[C:16]2[CH:21]=[CH:20][CH:19]=[C:18]([O:22][CH3:23])[CH:17]=2)=[CH:29][CH:28]=1)([O-:26])=[O:25]. Procedure details: As in Example 115, (E)-5,5-bis(3-methoxyphenyl)-2,4-pentadienoic acid (49.6) and 4-nitrophenol (25 g) in dichloromethane (600 mL) was treated with 1,3-dicyclohexylcarbodiimide (33 g). The mixture was stirred at 0°-5° C. for 1 hour, then at room temperature for 2 hours. After the usual work up, the crude product (67 g) was crystallized from 2-propanol-ether-hexane to give 61.0 g of (E)-5,5-bis (3-methoxyphenyl)-2,4-pentadienoic acid 4-nitrophenyl ester mp 95°-97° C. Recrystallization of a portion...